This data is from the Open Reaction Database (ORD), a public repository of structured organic reaction records. The task is: describe an organic reaction: reactants, conditions, products, and yield Starting materials: C1(=CC=CC=C1)C (toluene), NC1=NC(=NS1)C(Cl)(Cl)Cl (5-amino-3-trichloromethyl-1,2,4-thiadiazole), C=1(C(=CC=CC1)C(=O)Cl)C (2-toluoyl chloride). The solvent is C=1(C(=CC=CC1)C)C (xylene). Yields the product C=1(C(=CC=CC1)C(=O)NC1=NC(=NS1)C(Cl)(Cl)Cl)C (5-(2-Toluamido)-3-Trichloromethyl-1,2,4-Thiadiazole). Yield: 35.1%. RXN SMILES: [NH2:1][C:2]1[S:6][N:5]=[C:4]([C:7]([Cl:10])([Cl:9])[Cl:8])[N:3]=1.[C:11]1([CH3:20])[C:12]([C:17](Cl)=[O:18])=[CH:13][CH:14]=[CH:15][CH:16]=1.C1(C)C=CC=CC=1>C1(C)C(C)=CC=CC=1>[C:11]1([CH3:20])[C:12]([C:17]([NH:1][C:2]2[S:6][N:5]=[C:4]([C:7]([Cl:10])([Cl:9])[Cl:8])[N:3]=2)=[O:18])=[CH:13][CH:14]=[CH:15][CH:16]=1. Procedure: A solution of 22.0 g (0.1 mole) 5-amino-3-trichloromethyl-1,2,4-thiadiazole and 16.0 g (0.1 mole) 2-toluoyl chloride in 250 ml xylene was heated at reflux for 20 hours. The reaction mixture was cooled to room temperature and the resulting precipitate removed by filtration. Following recrystallization for toluene, 11.8 g (35% yield) of pure product was otained; m.p. 170° C.